This data is from the Open Reaction Database (ORD), a public repository of structured organic reaction records. The task is: describe an organic reaction: reactants, conditions, products, and yield The reactants are C(C)(C)(C)OC(NC1=C(C=C(C(=C1)N(C)C)Cl)NC(CC(=O)C1=CC(=CC=C1)C1=CC(=NO1)C)=O)=O ((4-chloro-5-dimethylamino-2-{3-[3-(3-methyl-isoxazol-5-yl)-phenyl]-3-oxo-propionylamino}-phenyl)-carbamic acid tert.-butyl ester), C(=O)(C(F)(F)F)O (TFA). Run in C(Cl)Cl (CH2Cl2). Yields the product ClC=1C(=CC2=C(NC(CC(=N2)C2=CC(=CC=C2)C2=CC(=NO2)C)=O)C1)N(C)C (8-Chloro-7-dimethylamino-4-[3-(3-methyl-isoxazol-5-yl)-phenyl]-1,3-dihydro-benzo[b][1,4]diazepin-2-one), solid. As a reaction SMILES: C(OC(=O)[NH:7][C:8]1[CH:13]=[C:12]([N:14]([CH3:16])[CH3:15])[C:11]([Cl:17])=[CH:10][C:9]=1[NH:18][C:19](=[O:35])[CH2:20][C:21]([C:23]1[CH:28]=[CH:27][CH:26]=[C:25]([C:29]2[O:33][N:32]=[C:31]([CH3:34])[CH:30]=2)[CH:24]=1)=O)(C)(C)C.C(O)(C(F)(F)F)=O>C(Cl)Cl>[Cl:17][C:11]1[C:12]([N:14]([CH3:16])[CH3:15])=[CH:13][C:8]2[N:7]=[C:21]([C:23]3[CH:28]=[CH:27][CH:26]=[C:25]([C:29]4[O:33][N:32]=[C:31]([CH3:34])[CH:30]=4)[CH:24]=3)[CH2:20][C:19](=[O:35])[NH:18][C:9]=2[CH:10]=1. Procedure details: The title compound was prepared from (4-chloro-5-dimethylamino-2-{3-[3-(3-methyl-isoxazol-5-yl)-phenyl]-3-oxo-propionylamino}-phenyl)-carbamic acid tert.-butyl ester (Example M6) by treatment with TFA in CH2Cl2 according to the general procedure N. Obtained as a light yellow solid (68 mg). Starting materials: COc1ccc(C(F)(F)F)cc1N=C=O, COc1ccc(C(F)(F)F)cc1N, Nc1ccc(Oc2ccc3c(c2)C(=O)NC3=O)cc1. Product: Nc1ccc(Oc2ccc3c(c2)C(=O)NC3=O)cc1, NC(N)=O. RXN SMILES: [F:14][C:15]([F:16])([F:17])[c:18]1[cH:19][cH:20][c:21]([O:25][CH3:26])[c:27]([N:22]=[C:23]=[O:24])[cH:28]1.[F:1][C:2]([F:3])([F:4])[c:5]1[cH:6][cH:7][c:9]([O:10][CH3:11])[c:12]([NH2:8])[cH:13]1.[NH2:29][c:30]1[cH:31][cH:32][c:33]([O:34][c:35]2[cH:36][c:37]3[c:41]([cH:42][cH:43]2)[C:40](=[O:44])[NH:39][C:38]3=[O:45])[cH:46][cH:47]1>>[NH2:29][c:30]1[cH:31][cH:32][c:33]([O:34][c:35]2[cH:36][c:37]3[c:41]([cH:42][cH:43]2)[C:40](=[O:44])[NH:39][C:38]3=[O:45])[cH:46][cH:47]1.[NH2:8][C:23]([NH2:22])=[O:24]. Reactants: crystals, ClC(C(C)=O)CC1=CC=C(C=C1)[N+](=O)[O-] (3-chloro-4-(4-nitrophenyl)butan-2-one), C(C)(=S)N (thioacetamide). Run in CCCCC (pentane), C(C)O (ethanol). The product is CC=1SC(=C(N1)C)CC1=CC=C(C=C1)[N+](=O)[O-] (2,4-dimethyl-5-(4-nitrobenzyl)thiazole). Yield: 68.3%. RXN SMILES: Cl[CH:2]([CH2:6][C:7]1[CH:12]=[CH:11][C:10]([N+:13]([O-:15])=[O:14])=[CH:9][CH:8]=1)[C:3](=O)[CH3:4].[C:16]([NH2:19])(=[S:18])[CH3:17]>C(O)C.CCCCC>[CH3:17][C:16]1[S:18][C:2]([CH2:6][C:7]2[CH:12]=[CH:11][C:10]([N+:13]([O-:15])=[O:14])=[CH:9][CH:8]=2)=[C:3]([CH3:4])[N:19]=1. Procedure details: 4.7 g of 3-chloro-4-(4-nitrophenyl)butan-2-one and 2.4 g of thioacetamide are dissolved in 60 ml of ethanol and refluxed for 12 hours. The reaction medium is concentrated, the residue is taken up in water and the solution is rendered basic with sodium carbonate and extracted with chloroform. After concentration of the organic phase, the solid obtained is taken up in hot pentane to give 3.5 g of 2,4-dimethyl-5-(4-nitrobenzyl)thiazole in the form of yellow crystals melting at 66° C. The reactants are II (iodine), OCC1NC2=CC=CC=C2C1 (2-hydroxymethylindoline), N1C=NC=C1 (imidazole), C1(=CC=CC=C1)P(C1=CC=CC=C1)C1=CC=CC=C1 (triphenylphosphine). The solvent is C(C)#N (acetonitrile), C1(=CC=CC=C1)C (toluene), O (water). Run at time 10 minute. Product: ICC1NC2=CC=CC=C2C1 (2-iodomethylindoline). Reaction SMILES: O[CH2:2][CH:3]1[CH2:11][C:10]2[C:5](=[CH:6][CH:7]=[CH:8][CH:9]=2)[NH:4]1.N1C=CN=C1.C1(P(C2C=CC=CC=2)C2C=CC=CC=2)C=CC=CC=1.[I:36]I>C1(C)C=CC=CC=1.C(#N)C.O>[I:36][CH2:2][CH:3]1[CH2:11][C:10]2[C:5](=[CH:6][CH:7]=[CH:8][CH:9]=2)[NH:4]1. Procedure details: To a mixture of 2-hydroxymethylindoline (7.77 g, 52.08 mmol), imidazole (8.86g, 130.2 mmol), triphenylphosphine (34.15 g, 130.2 mmol)in toluene (500 mL) was added iodine (26.44 g, 104.16 mmol) in acetonitrile (100 mL) at 0° C. The mixture was stirred for 10 min and water was added. The organic layer was separated, washed with brine, dried over magnesium sulfate, and concentrated. The residue was triturated with diethyl ether and insoluble solids were removed by filtration. The filtrate was conce...